This data is from the Open Reaction Database (ORD), a public repository of structured organic reaction records. The task is: describe an organic reaction: reactants, conditions, products, and yield Reactants: CN(C)C(=O)C(Cc1ccc(Oc2ccc(CCC(=O)NOCc3ccccc3)cc2)cc1)NC(=O)OC(C)(C)C, CO, [H][H], [Pd]. The product is CN(C)C(=O)C(Cc1ccc(Oc2ccc(CCC(=O)NO)cc2)cc1)NC(=O)OC(C)(C)C. RXN SMILES: [C:1]([CH3:2])([CH3:3])([CH3:4])[O:5][C:6]([NH:7][CH:8]([CH2:9][c:10]1[cH:11][cH:12][c:13]([O:16][c:17]2[cH:18][cH:19][c:20]([CH2:23][CH2:24][C:25]([NH:26][O:27][CH2:28][c:29]3[cH:30][cH:31][cH:32][cH:33][cH:34]3)=[O:35])[cH:21][cH:22]2)[cH:14][cH:15]1)[C:36]([N:37]([CH3:38])[CH3:39])=[O:40])=[O:41].[CH3:44][OH:45].[H:42][H:43].[Pd:46]>>[C:1]([CH3:2])([CH3:3])([CH3:4])[O:5][C:6]([NH:7][CH:8]([CH2:9][c:10]1[cH:11][cH:12][c:13]([O:16][c:17]2[cH:18][cH:19][c:20]([CH2:23][CH2:24][C:25]([NH:26][OH:27])=[O:35])[cH:21][cH:22]2)[cH:14][cH:15]1)[C:36]([N:37]([CH3:38])[CH3:39])=[O:40])=[O:41]. Starting materials: CC(NC(=O)OC(C)(C)C)C(=O)N1CCCC1C(=O)NC1CC(=O)OC1OCc1ccccc1, Nc1ccc(C(=O)O)cc1C(F)(F)F, CC(NC(=O)c1ccc(N)c(Cl)c1)C(=O)N1CCCC1C(=O)NC1CC(=O)OC1OCCc1ccccc1. Product: CC(NC(=O)c1ccc(N)c(C(F)(F)F)c1)C(=O)N1CCCC1C(=O)NC1CC(=O)OC1OCc1ccccc1. As a reaction SMILES: [C:1]([CH3:3])([CH3:4])([O:5][C:6](=[O:2])[NH:7][CH:8]([C:9](=[O:10])[N:11]1[CH:12]([C:16]([NH:17][CH:18]2[CH:19]([O:24][CH2:25][c:26]3[cH:27][cH:28][cH:29][cH:30][cH:31]3)[O:20][C:21](=[O:23])[CH2:22]2)=[O:32])[CH2:13][CH2:14][CH2:15]1)[CH3:33])[CH3:34].[NH2:35][c:36]1[c:37]([C:45]([F:46])([F:47])[F:48])[cH:38][c:39]([C:40]([OH:41])=[O:42])[cH:43][cH:44]1.[O:49]=[C:50]1[O:51][CH:52]([O:53][CH2:54][CH2:55][c:56]2[cH:57][cH:58][cH:59][cH:60][cH:61]2)[CH:62]([NH:63][C:64]([CH:65]2[CH2:66][CH2:67][CH2:68][N:69]2[C:70](=[O:71])[CH:72]([NH:73][C:74](=[O:75])[c:76]2[cH:77][cH:78][c:79]([NH2:80])[c:81]([Cl:82])[cH:83]2)[CH3:84])=[O:85])[CH2:86]1>>[O:5]=[C:6]([NH:7][CH:8]([C:9](=[O:10])[N:11]1[CH:12]([C:16]([NH:17][CH:18]2[CH:19]([O:24][CH2:25][c:26]3[cH:27][cH:28][cH:29][cH:30][cH:31]3)[O:20][C:21](=[O:23])[CH2:22]2)=[O:32])[CH2:13][CH2:14][CH2:15]1)[CH3:33])[c:39]1[cH:38][c:37]([C:45]([F:46])([F:47])[F:48])[c:36]([NH2:35])[cH:44][cH:43]1.